Dataset: the Open Reaction Database (ORD), a public repository of structured organic reaction records. Task: describe an organic reaction: reactants, conditions, products, and yield Product: SC1=NC=CC(=N1)C1=CC=CC=C1 (2-Mercapto-4-phenylpyrimidine). Reported procedure: A mixture of 17.5 g. of 3-dimethylaminoacrylophenone and 30.44 g. of thiourea is intimately mixed and fused at 180°-190° C. for one hour. The mixture is cooled and water is added and the desired compound is recovered by filtration, m.p. 203°-205° C. The reactants are CN(C=CC(=O)C1=CC=CC=C1)C (3-dimethylaminoacrylophenone), NC(=S)N (thiourea). Reaction SMILES: CN(C)[CH:3]=[CH:4][C:5]([C:7]1[CH:12]=[CH:11][CH:10]=[CH:9][CH:8]=1)=O.[NH2:14][C:15]([NH2:17])=[S:16]>O>[SH:16][C:15]1[N:17]=[C:5]([C:7]2[CH:12]=[CH:11][CH:10]=[CH:9][CH:8]=2)[CH:4]=[CH:3][N:14]=1. The solvent is O (water). Conditions: time 1 hour.